Dataset: the Open Reaction Database (ORD), a public repository of structured organic reaction records. Task: describe an organic reaction: reactants, conditions, products, and yield The reactants are FC(C(=O)NC=1N=C2N(C=C(C=C2)C(C2=CC=CC=C2)=O)C1C1=CC=C(C=C1)Cl)(F)F (2-trifluoroacetamido-3-(4-chlorophenyl)-6-benzoyl-imidazo[1,2-a]pyridine). Run in CC(OCC)=O (EA). Product: NC=1N=C2N(C=C(C=C2)C(C2=CC=CC=C2)=O)C1C1=CC=C(C=C1)Cl (2-Amino-3-(4-chlorophenyl)-6-benzoyl-imidazo[1,2-a]pyridine). As a reaction SMILES: FC(F)(F)C([NH:5][C:6]1[N:7]=[C:8]2[CH:13]=[CH:12][C:11]([C:14](=[O:21])[C:15]3[CH:20]=[CH:19][CH:18]=[CH:17][CH:16]=3)=[CH:10][N:9]2[C:22]=1[C:23]1[CH:28]=[CH:27][C:26]([Cl:29])=[CH:25][CH:24]=1)=O>CC(=O)OCC>[NH2:5][C:6]1[N:7]=[C:8]2[CH:13]=[CH:12][C:11]([C:14](=[O:21])[C:15]3[CH:16]=[CH:17][CH:18]=[CH:19][CH:20]=3)=[CH:10][N:9]2[C:22]=1[C:23]1[CH:24]=[CH:25][C:26]([Cl:29])=[CH:27][CH:28]=1. Reported procedure: The 2-trifluoroacetamido-3-(4-chlorophenyl)-6-benzoyl-imidazo[1,2-a]pyridine (10.8 g, 24.2 mmol) was converted to product in a manner substantially analogous to Example 67 to yield 7.17 g. (85.2%). EA, MS(FD). The reactants are CC(C)(C)[Si](C)(C)OCCC1OCCc2cc(Br)ccc21, OCCC1OCc2cc(Cl)ccc21. Yields the product CC(C)(C)[Si](C)(C)OCCC1OCc2cc(Cl)ccc21. RXN SMILES: [C:14]([CH3:15])([CH3:16])([CH3:17])[Si:18]([CH3:19])([CH3:20])[O:21][CH2:22][CH2:23][CH:24]1[c:25]2[cH:26][cH:27][c:28]([Br:29])[cH:30][c:31]2[CH2:32][CH2:33][O:34]1.[Cl:1][c:2]1[cH:3][c:4]2[c:5]([cH:12][cH:13]1)[CH:6]([CH2:9][CH2:10][OH:11])[O:7][CH2:8]2>>[Cl:1][c:2]1[cH:3][c:4]2[c:5]([cH:12][cH:13]1)[CH:6]([CH2:9][CH2:10][O:11][Si:18]([C:14]([CH3:15])([CH3:16])[CH3:17])([CH3:19])[CH3:20])[O:7][CH2:8]2.